Dataset: the Open Reaction Database (ORD), a public repository of structured organic reaction records. Task: describe an organic reaction: reactants, conditions, products, and yield Reactants: C1CCOC1, CO, CCOC(=O)c1nc(C(C)C)cs1, [Li+], [OH-], O. The product is CC(C)c1csc(C(=O)O)n1. RXN SMILES: [CH2:18]1[O:19][CH2:20][CH2:21][CH2:22]1.[CH3:16][OH:17].[CH:1]([CH3:2])([CH3:3])[c:4]1[n:5][c:6]([C:9](=[O:10])[O:11][CH2:12][CH3:13])[s:7][cH:8]1.[Li+:14].[OH-:15].[OH2:23]>>[CH:1]([CH3:2])([CH3:3])[c:4]1[n:5][c:6]([C:9](=[O:10])[OH:11])[s:7][cH:8]1. Reactants: ClOC(C)(C)C (tert-butyl hypochlorite), potassium osmate dihydrate, BrC1=CC=C(C(=N1)\C=C\C1=CC=CC=C1)F ((E)-6-bromo-3-fluoro-2-styrylpyridine), C(N)(OC(C)(C)C)=O (tert-butyl carbamate), [OH-].[Na+] (sodium hydroxide), DHQD2(PHAL). Run in C(CC)O (n-propanol), C(CC)O (n-propanol), O (water), C(CC)O (n-propanol). Conditions: temperature 0 celsius, time 5 minute. Product: BrC1=CC=C(C(=N1)[C@H]([C@@H](C1=CC=CC=C1)O)NC(OC(C)(C)C)=O)F (tert-butyl (1R,2R)-1-(6-bromo-3-fluoropyridin-2-yl)-2-hydroxy-2-phenylethylcarbamate). RXN SMILES: [C:1](=[O:8])([O:3][C:4]([CH3:7])([CH3:6])[CH3:5])[NH2:2].[OH-].[Na+].Cl[O:12]C(C)(C)C.[Br:17][C:18]1[N:23]=[C:22](/[CH:24]=[CH:25]/[C:26]2[CH:31]=[CH:30][CH:29]=[CH:28][CH:27]=2)[C:21]([F:32])=[CH:20][CH:19]=1>C(O)CC.O>[Br:17][C:18]1[N:23]=[C:22]([C@@H:24]([NH:2][C:1](=[O:8])[O:3][C:4]([CH3:7])([CH3:6])[CH3:5])[C@H:25]([OH:12])[C:26]2[CH:27]=[CH:28][CH:29]=[CH:30][CH:31]=2)[C:21]([F:32])=[CH:20][CH:19]=1 |f:1.2|. Procedure details: To tert-butyl carbamate (214 mg, 1.827 mmol) in n-propanol (1.75 mL) was added sodium hydroxide (71.3 mg, 1.784 mmol) in water (3.5 mL) followed by tert-butyl hypochlorite (0.201 mL, 1.78 mmol). After 5 min, the solution was cooled to 0° C. and treated with a solution of DHQD2(PHAL) (23.7 mg, 0.030 mmol) in n-propanol (1.75 mL). The reaction was diluted with n-propanol (3.5 mL), and treated with (E)-6-bromo-3-fluoro-2-styrylpyridine (121 mg, 0.435 mmol) as a solid in one portion. To this was add...